This data is from the Open Reaction Database (ORD), a public repository of structured organic reaction records. The task is: describe an organic reaction: reactants, conditions, products, and yield Reactants: ice, COC(C1=C(C(=C(C=C1Cl)Cl)OC)N=COCC)=O (4,6-Dichloro-2-ethoxymethyleneamino-3-methoxybenzoic acid methyl ester), O.NN (hydrazine hydrate). Solvent: C(C)O (ethanol), C(C)O (ethanol). Run at time 15 minute. Product: NN1C=NC2=C(C(=CC(=C2C1=O)Cl)Cl)OC (3-amino-5,7-dichloro-8-methoxy-3H-quinazolin-4-one), solid. Yield: 85.0%. As a reaction SMILES: C[O:2][C:3](=O)[C:4]1[C:9]([Cl:10])=[CH:8][C:7]([Cl:11])=[C:6]([O:12][CH3:13])[C:5]=1[N:14]=[CH:15]OCC.O.[NH2:21][NH2:22]>C(O)C>[NH2:21][N:22]1[C:3](=[O:2])[C:4]2[C:5](=[C:6]([O:12][CH3:13])[C:7]([Cl:11])=[CH:8][C:9]=2[Cl:10])[N:14]=[CH:15]1 |f:1.2|. Reported procedure: To an ice-cooled solution of the imidate 5-2 (400 mg, 1.31 mmol) in ethanol (12 mL), was added under an argon atmosphere, hydrazine hydrate (1.8 mL, 57.8 mmol). After 15 min, the solution was warmed to room temperature and stirred for a further 2 h. The thick suspension was diluted with ethanol and filtered. The solid was washed with cold ethanol and dried under vacuum to give 3-amino-5,7-dichloro-8-methoxy-3H-quinazolin-4-one (5-3) as a white fluffy solid (289 mg, 85%).